From a dataset of the Open Reaction Database (ORD), a public repository of structured organic reaction records. describe an organic reaction: reactants, conditions, products, and yield The yield is 195.2%. Yields the product CC(C=NO)CC=CCCC=CCC(N)C(C)C=CC (2-methyl-11-(3-penten-2-yl)-11-amino-undeca-4,8-dienal oxime). Reactants: CC1C=NC(CC=CCCC=CC1)C(C)C=CC (3-methyl-12-(3-penten-2-yl)-1-aza-1,5,9-cyclododecatriene), S(=O)(=O)(O)O.NO (hydroxylamine sulfate), Cl (hydrochloric acid). Solvent: O (water). Reaction SMILES: [CH3:1][CH:2]1[CH2:13][CH:12]=[CH:11][CH2:10][CH2:9][CH:8]=[CH:7][CH2:6][CH:5]([CH:14]([CH:16]=[CH:17][CH3:18])[CH3:15])[N:4]=[CH:3]1.S(O)(O)(=O)=O.[NH2:24][OH:25].Cl>O>[CH3:1][CH:2]([CH2:13][CH:12]=[CH:11][CH2:10][CH2:9][CH:8]=[CH:7][CH2:6][CH:5]([CH:14]([CH:16]=[CH:17][CH3:18])[CH3:15])[NH2:4])[CH:3]=[N:24][OH:25] |f:1.2|. Procedure details: The procedure described in Example 1(b) is repeated, except that 122.7 g (0.5 mol) of 3-methyl-12-(3-penten-2-yl)-1-aza-1,5,9-cyclododecatriene, 41.1 g (0.25 mol) of hydroxylamine sulfate, 50 ml of concentrated hydrochloric acid and 250 ml of water are used. Working up yields 135.9 g (0.488 mol) of 2-methyl-11-(3-penten-2-yl)-11-amino-undeca-4,8-dienal oxime; yield 97.6% of theory. nD20 =1.5091. Reactants: O.NN (Hydrazine hydrate), ClC=1C=C(C=C(C1)Cl)NC(C(C)(C)N1COC(=C(C1=O)C1=CC=CC=C1)C=O)=O (N-(3,5-dichlorophenyl)-2-(2,3-dihydro-6-formyl-4-oxo-5-phenyl-4H-1,3-oxazine-3-yl)-2-methylpropanamide), C(C)O (ethanol). Product: ClC=1C=C(C=C(C1)Cl)NC(C(C)(C)N1C(OC(C(C1=O)C1=CC=CC=C1)=NN)=C)=O (N-(3,5-dichlorophenyl)-2-(6-aminoiminomethylene-2,3-dihydro-4-oxo-5-phenyl-4H-1,3-oxazin-3-yl)-2-methylpropanamide). As a reaction SMILES: O.[NH2:2][NH2:3].[Cl:4][C:5]1[CH:6]=[C:7]([NH:12][C:13](=[O:32])[C:14]([N:17]2[C:22](=[O:23])[C:21]([C:24]3[CH:29]=[CH:28][CH:27]=[CH:26][CH:25]=3)=[C:20](C=O)OC2)([CH3:16])[CH3:15])[CH:8]=[C:9]([Cl:11])[CH:10]=1.[CH2:33]([OH:35])[CH3:34]>>[Cl:11][C:9]1[CH:8]=[C:7]([NH:12][C:13](=[O:32])[C:14]([N:17]2[C:22](=[O:23])[CH:21]([C:24]3[CH:25]=[CH:26][CH:27]=[CH:28][CH:29]=3)[C:20](=[N:2][NH2:3])[O:35][C:33]2=[CH2:34])([CH3:15])[CH3:16])[CH:6]=[C:5]([Cl:4])[CH:10]=1 |f:0.1|. Procedure: Hydrazine hydrate (0.06 ml) was added to a stirred solution of N-(3,5-dichlorophenyl)-2-(2,3-dihydro-6-formyl-4-oxo-5-phenyl-4H-1,3-oxazine-3-yl)-2-methylpropanamide (0.5 g) in ethanol at room temperature. After 0.5 hours the solvent was evaporated, the residue dissolved in ethyl acetate and washed with water and brine, dried (magnesium sulphate) and evaporated. The residue was purified by dry column chromatography on silica gel, eluting with hexane/ethyl acetate to give N-(3,5-dichlorophenyl)-2...